This data is from the Open Reaction Database (ORD), a public repository of structured organic reaction records. The task is: describe an organic reaction: reactants, conditions, products, and yield Starting materials: Cl (HCl), [BH-](OC(=O)C)(OC(=O)C)OC(=O)C.[Na+] (NaB(OAc)3H), N1CCCC1 (pyrrolidine), ClC=1C=C(C=O)C=CC1O (3-chloro-4-hydroxybenzaldehyde). Run in C(Cl)Cl (CH2Cl2). Yields the product ClC=1C=C(C=CC1CN1CCCC1)O (3-Chloro-4-(pyrrolidin-1-ylmethyl)phenol). Yield: 52.0%. RXN SMILES: [BH-](OC(C)=O)(OC(C)=O)OC(C)=O.[Na+].[NH:15]1[CH2:19][CH2:18][CH2:17][CH2:16]1.Cl[C:21]1[CH:22]=[C:23]([CH:26]=[CH:27][C:28]=1[OH:29])[CH:24]=O.[ClH:30]>C(Cl)Cl>[Cl:30][C:22]1[CH:21]=[C:28]([OH:29])[CH:27]=[CH:26][C:23]=1[CH2:24][N:15]1[CH2:19][CH2:18][CH2:17][CH2:16]1 |f:0.1|. Procedure details: NaB(OAc)3H (20 g, 0.094 mol) was added in portions for 15 min to a mixture of pyrrolidine (7.78 mL, 0.11 mol) and 3-chloro-4-hydroxybenzaldehyde (12.5 g, 0.079 mol) in CH2Cl2 (100 mL) under vigorous stirring and cooling with an ice bath in an atmosphere of argon Ar. The mixture was stirred for 20 h and cooled with an ice bath. Concentrated HCl (18 mL) was added. The organic layer was separated and discarded. The aqueous one was alkalized with 10 N NaOH to pH 9 (30 mL) and extracted with chlorofo... The reactants are C1(CCC1)C1=NC(=C2N1C=CN=C2N)I (3-cyclobutyl-1-iodoimidazo[1,5-a]pyrazin-8-amine), C(#N)C=1C=C(C=CC1F)B(O)O (3-cyano-4-fluorophenylboronic acid). The reagents and catalysts are C=1C=CC(=CC1)[P](C=2C=CC=CC2)(C=3C=CC=CC3)[Pd]([P](C=4C=CC=CC4)(C=5C=CC=CC5)C=6C=CC=CC6)([P](C=7C=CC=CC7)(C=8C=CC=CC8)C=9C=CC=CC9)[P](C=1C=CC=CC1)(C=1C=CC=CC1)C=1C=CC=CC1 (Pd(PPh3)4). Run in COCCOC.O (DME Water). Yields the product NC=1C=2N(C=CN1)C(=NC2C=2C=CC(=C(C#N)C2)F)C2CCC2 (5-(8-Amino-3-cyclobutylimidazo[1,5-a]pyrazin-1-yl)-2-fluorobenzonitrile). As a reaction SMILES: [CH:1]1([C:5]2[N:9]3[CH:10]=[CH:11][N:12]=[C:13]([NH2:14])[C:8]3=[C:7](I)[N:6]=2)[CH2:4][CH2:3][CH2:2]1.[C:16]([C:18]1[CH:19]=[C:20](B(O)O)[CH:21]=[CH:22][C:23]=1[F:24])#[N:17]>C1C=CC([P]([Pd]([P](C2C=CC=CC=2)(C2C=CC=CC=2)C2C=CC=CC=2)([P](C2C=CC=CC=2)(C2C=CC=CC=2)C2C=CC=CC=2)[P](C2C=CC=CC=2)(C2C=CC=CC=2)C2C=CC=CC=2)(C2C=CC=CC=2)C2C=CC=CC=2)=CC=1.COCCOC.O>[NH2:14][C:13]1[C:8]2[N:9]([C:5]([CH:1]3[CH2:4][CH2:3][CH2:2]3)=[N:6][C:7]=2[C:20]2[CH:21]=[CH:22][C:23]([F:24])=[C:18]([CH:19]=2)[C:16]#[N:17])[CH:10]=[CH:11][N:12]=1 |f:3.4,^1:31,33,52,71|. Procedure: Into a 10 mL microwave vessel were added 3-cyclobutyl-1-iodoimidazo[1,5-a]pyrazin-8-amine (100 mg, 0.0003 mol), 3-cyano-4-fluorophenylboronic acid (0.068 g, 0.00041 mol) potassium carbonate (88 mg, 0.00063 mol), Pd(PPh3)4 (40 my, 0.00003 mol), DME/Water (5:1) (5:1, DME:H2O, 1 mL) and the vessel was degassed 3× with N2. The reaction was microwaved on 300 watts, 100° C. for 45 min. The reaction vessel was resubjected to the microwave heating under the same conditions as before for 45 min. Purifica... Starting materials: FC=1C(=CC=2N(C1)N=C(C2C(NC)=O)C2=CC=C(C=C2)F)C=2C=C(C(=O)O)C=CC2C (3-(6-fluoro-2-(4-fluorophenyl)-3-(methylcarbamoyl)pyrazolo[1,5-a]pyridin-5-yl)-4-methylbenzoic acid), Cl.C1(=CC=CC=C1)C1(CC1)N (1-phenylcyclopropanamine hydrochloride). Yields the product C(C)(=O)[O-].[NH4+] (ammonium acetate), FC=1C(=CC=2N(C1)N=C(C2C(=O)NC)C2=CC=C(C=C2)F)C2=C(C=CC(=C2)C(NC2(CC2)C2=CC=CC=C2)=O)C (6-fluoro-2-(4-fluorophenyl)-N-methyl-5-(2-methyl-5-(1-phenylcyclopropylcarbamoyl)phenyl)pyrazolo[1,5-a]pyridine-3-carboxamide). As a reaction SMILES: [F:1][C:2]1[C:3]([C:22]2[CH:23]=[C:24]([CH:28]=[CH:29][C:30]=2[CH3:31])[C:25]([OH:27])=[O:26])=[CH:4][C:5]2[N:6]([N:8]=[C:9]([C:15]3[CH:20]=[CH:19][C:18]([F:21])=[CH:17][CH:16]=3)[C:10]=2[C:11](=[O:14])[NH:12][CH3:13])[CH:7]=1.Cl.[C:33]1([C:39]2([NH2:42])[CH2:41][CH2:40]2)[CH:38]=[CH:37][CH:36]=[CH:35][CH:34]=1>>[C:25]([O-:27])(=[O:26])[CH3:24].[NH4+:6].[F:1][C:2]1[C:3]([C:22]2[CH:23]=[C:24]([C:25](=[O:26])[NH:42][C:39]3([C:33]4[CH:38]=[CH:37][CH:36]=[CH:35][CH:34]=4)[CH2:41][CH2:40]3)[CH:28]=[CH:29][C:30]=2[CH3:31])=[CH:4][C:5]2[N:6]([N:8]=[C:9]([C:15]3[CH:20]=[CH:19][C:18]([F:21])=[CH:17][CH:16]=3)[C:10]=2[C:11]([NH:12][CH3:13])=[O:14])[CH:7]=1 |f:1.2,3.4|. Reported procedure: 6-fluoro-2-(4-fluorophenyl)-N-methyl-5-(2-methyl-5-(1-phenylcyclopropyl carbamoyl)phenyl)pyrazolo[1,5-a]pyridine-3-carboxamide was prepared from 3-(6-fluoro-2-(4-fluorophenyl)-3-(methylcarbamoyl)pyrazolo[1,5-a]pyridin-5-yl)-4-methylbenzoic acid (0.024 g, 0.059 mmol) and 1-phenylcyclopropanamine hydrochloride (0.015 g, 0.089 mmol). The resultant residue was purified using preparative HPLC (Waters—Xbridge, 50×100 mm, 5 micron, C18 column; 0.1M ammonium acetate, 10-100% B (B=5% H2O/CH3CN)/A (A=95% ... The reactants are C1(=CC=C(C=C1)N)N (1,4-phenylenediamine), C([O-])(O)=O.[Na+] (sodium bicarbonate), C(C1=CC=CC=C1)OCC(=O)Cl (benzyloxy acetyl chloride). The solvent is C(C)(=O)OCC (ethyl acetate). Reaction conditions: time 10 hour. Product: C(C1=CC=CC=C1)OCC(=O)NC1=CC=C(C=C1)NC(COCC1=CC=CC=C1)=O (2-Benzyloxy-N-[4-(2-benzyloxy-acetylamino)-phenyl]-acetamide). As a reaction SMILES: [C:1]1([NH2:8])[CH:6]=[CH:5][C:4]([NH2:7])=[CH:3][CH:2]=1.[C:9](=[O:12])(O)[O-].[Na+].[CH2:14]([O:21][CH2:22][C:23](Cl)=[O:24])[C:15]1[CH:20]=[CH:19][CH:18]=[CH:17][CH:16]=1>C(OCC)(=O)C>[CH2:14]([O:21][CH2:22][C:23]([NH:7][C:4]1[CH:5]=[CH:6][C:1]([NH:8][C:9](=[O:12])[CH2:22][O:21][CH2:14][C:15]2[CH:20]=[CH:19][CH:18]=[CH:17][CH:16]=2)=[CH:2][CH:3]=1)=[O:24])[C:15]1[CH:20]=[CH:19][CH:18]=[CH:17][CH:16]=1 |f:1.2|. Procedure: To a mixture of 1,4-phenylenediamine (10 grams, 92.47 mmol), sodium bicarbonate (15.46 grams, 184.07 mmol) in ethyl acetate (100 mL) at 0° C. is added benzyloxy acetyl chloride (23.19 grams, 125.71 mmol) drop wise. The reaction mixture is stirred at room temperature for 10 hours. The solids are filtered, and the ethyl acetate layer is washed with 5% sodium bicarbonate solution (2×25 mL), water (2×25 mL), dried over sodium sulfate, and distilled to get crude 3, which can be purified by suitable s... Reactants: C1(=CC=CC=C1)O (phenol), OC=1C=C(C(=O)OC)C=CC1 (methyl 3-hydroxybenzoate), C(C1=CC=CC=C1)OC=1C=CC2=C(CC(CCO2)Br)C1 (7-benzyloxy-4-bromo-3,4-dihydro-1-benzoxepin). Product: C(C1=CC=CC=C1)OC=1C=CC2=C(C(C(CCO2)OC2=CC(=CC=C2)C(=O)OC)=O)C1 (7-Benzyloxy-3,4-dihydro-4-(3-(methoxycarbonyl)phenoxy)-1-benzoxepin-5(2H)-one). As a reaction SMILES: C1([OH:7])C=CC=CC=1.[OH:8][C:9]1[CH:10]=[C:11]([CH:16]=[CH:17][CH:18]=1)[C:12]([O:14][CH3:15])=[O:13].[CH2:19]([O:26][C:27]1[CH:28]=[CH:29][C:30]2[O:36][CH2:35][CH2:34][CH:33](Br)[CH2:32][C:31]=2[CH:38]=1)[C:20]1[CH:25]=[CH:24][CH:23]=[CH:22][CH:21]=1>>[CH2:19]([O:26][C:27]1[CH:28]=[CH:29][C:30]2[O:36][CH2:35][CH2:34][CH:33]([O:8][C:9]3[CH:18]=[CH:17][CH:16]=[C:11]([C:12]([O:14][CH3:15])=[O:13])[CH:10]=3)[C:32](=[O:7])[C:31]=2[CH:38]=1)[C:20]1[CH:25]=[CH:24][CH:23]=[CH:22][CH:21]=1. Procedure: By the method of Example 27, substituting the phenol with a molar equivalent of methyl 3-hydroxybenzoate, 7-benzyloxy-4-bromo-3,4-dihydro-1-benzoxepin-(5(2H)-one (17.3 g) was converted to present title product, 10.9 g, m.p. 134°-136° C. Reactants: compound 6, S1C=NC2=C1C=C(C=C2)O (benzothiazol-6-ol), O1C=NC2=C1C=CC=C2 (benzoxazole). Yields the product O1C(C1)COC1=CC2=C(N=CS2)C=C1 (6-(oxiran-2-ylmethoxy)benzothiazole). As a reaction SMILES: [S:1]1[C:5]2[CH:6]=[C:7]([OH:10])[CH:8]=[CH:9][C:4]=2[N:3]=[CH:2]1.[O:11]1[C:15]2[CH:16]=[CH:17]C=CC=2N=C1>>[O:11]1[CH2:15][CH:16]1[CH2:17][O:10][C:7]1[CH:8]=[CH:9][C:4]2[N:3]=[CH:2][S:1][C:5]=2[CH:6]=1. Procedure details: Compound 48 was prepared in the manner of compound 6 substituting compound 16 for compound 8 in partC-5 of Example 1. Yields the product Cl.Cl.O[C@@H]1[C@H](CN(CC1)CCN1CCC(CC1)NC(=O)C=1NC2=CC=CC(=C2C1)OCC1=COC2=C1C=CC(=C2)OC)C (4-(6-Methoxy-benzofuran-3-ylmethoxy)-1H-indole-2-carboxylic acid {1-[2-((3S,4S)-4-hydroxy-3-methyl-piperidin-1-yl)-ethyl]-piperidin-4-yl}-amide dihydrochloride). Starting materials: [C@H]1(CCCN2CCCC[C@H]12)CN1CCC(CC1)NC(=O)C=1NC2=CC=CC(=C2C1)OCC1=COC2=C1C=CC(=C2)OC (4-(6-Methoxy-benzofuran-3-ylmethoxy)-1H-indole-2-carboxylic acid {1-[(1S,9aR)-1-(octahydro-quinolizin-1-yl)methyl]-piperidin-4-yl}-amide), Cl.Cl.Cl.NC1CCN(CC1)CCN1C[C@@H]([C@H](CC1)O)C ((3S,4S)-1-[2-(4-Amino-piperidin-1-yl)-ethyl]-3-methyl-piperidin-4-ol trihydrochloride). Reaction SMILES: [C@H]1(C[N:12]2[CH2:17][CH2:16][CH:15]([NH:18][C:19]([C:21]3[NH:22][C:23]4[C:28]([CH:29]=3)=[C:27]([O:30][CH2:31][C:32]3[C:36]5[CH:37]=[CH:38][C:39]([O:41][CH3:42])=[CH:40][C:35]=5[O:34][CH:33]=3)[CH:26]=[CH:25][CH:24]=4)=[O:20])[CH2:14][CH2:13]2)[C@@H]2N(CCCC2)CCC1.[ClH:43].Cl.Cl.NC1CCN([CH2:53][CH2:54][N:55]2[CH2:60][CH2:59][C@H:58]([OH:61])[C@@H:57]([CH3:62])[CH2:56]2)CC1>>[ClH:43].[ClH:43].[OH:61][C@H:58]1[CH2:59][CH2:60][N:55]([CH2:54][CH2:53][N:12]2[CH2:13][CH2:14][CH:15]([NH:18][C:19]([C:21]3[NH:22][C:23]4[C:28]([CH:29]=3)=[C:27]([O:30][CH2:31][C:32]3[C:36]5[CH:37]=[CH:38][C:39]([O:41][CH3:42])=[CH:40][C:35]=5[O:34][CH:33]=3)[CH:26]=[CH:25][CH:24]=4)=[O:20])[CH2:16][CH2:17]2)[CH2:56][C@@H:57]1[CH3:62] |f:1.2.3.4,5.6.7|. Procedure details: This compound is synthesized from 4-(6-methoxy-benzofuran-3-ylmethoxy)-1H-indole-2-carboxylic acid (120, see example 86) and amine 14 analogously to the method described in example 1. Product: N#CC(C(=O)C(F)(F)F)c1ccc(Cl)cc1Cl. Starting materials: C1CCOC1, N#CCc1ccc(Cl)cc1Cl, CCOC(=O)C(F)(F)F, [H-], [Na+]. RXN SMILES: [CH2:12]1[O:13][CH2:14][CH2:15][CH2:16]1.[Cl:1][c:2]1[c:3]([CH2:9][C:10]#[N:11])[cH:4][cH:5][c:6]([Cl:8])[cH:7]1.[F:19][C:20]([C:21](=[O:22])[O:23][CH2:24][CH3:25])([F:26])[F:27].[H-:18].[Na+:17]>>[Cl:1][c:2]1[c:3]([CH:9]([C:10]#[N:11])[C:21]([C:20]([F:19])([F:26])[F:27])=[O:22])[cH:4][cH:5][c:6]([Cl:8])[cH:7]1. The reactants are C1CCOC1, [Cl-], Nc1ccc(C(=O)c2ccc3c(c2)NC(=O)C3)cc1, O=C(Cl)c1cccs1. The product is O=C1Cc2ccc(C(=O)c3ccc(NC(=O)c4cccs4)cc3)cc2N1. Reaction SMILES: [CH2:29]1[O:30][CH2:31][CH2:32][CH2:33]1.[Cl-:28].[NH2:9][c:10]1[cH:11][cH:12][c:13]([C:14](=[O:15])[c:16]2[cH:17][cH:18][c:19]3[c:23]([cH:24]2)[NH:22][C:21](=[O:25])[CH2:20]3)[cH:26][cH:27]1.[s:1]1[c:2]([C:6](=[O:7])[Cl:8])[cH:3][cH:4][cH:5]1>>[s:1]1[c:2]([C:6](=[O:7])[NH:9][c:10]2[cH:11][cH:12][c:13]([C:14](=[O:15])[c:16]3[cH:17][cH:18][c:19]4[c:23]([cH:24]3)[NH:22][C:21](=[O:25])[CH2:20]4)[cH:26][cH:27]2)[cH:3][cH:4][cH:5]1.